From a dataset of the Open Reaction Database (ORD), a public repository of structured organic reaction records. describe an organic reaction: reactants, conditions, products, and yield The reactants are C(=O)(O)[O-].[Na+] (NaHCO3), ICI (diiodomethane), CCOC(=O)[C@H]1N(C=CC1)C(=O)OC(C)(C)C ((S)-2,3-dihydro-pyrrole-1,2-dicarboxylic acid 1-tert-butyl ester 2-ethyl ester), TEA, C(=O)(C(F)(F)F)O (TFA), C(C)[Zn]CC (diethylzinc). Run in C(Cl)Cl (DCM), C(Cl)Cl (DCM), C(Cl)Cl (DCM), CCCCCC (hexane), C(Cl)Cl (DCM). Reaction conditions: temperature 0 celsius, time 10 minute. The product is C(C)OC(=O)[C@H]1N([C@H]2C[C@H]2C1)C(=O)OC(C)(C)C ((1S,3S,5S)-2-aza-bicyclo[3.1.0]hexane-2,3-dicarboxylic acid 2-tert-butyl ester 3-ethyl ester). As a reaction SMILES: [C:1](O)(C(F)(F)F)=O.C([Zn]CC)C.ICI.[CH3:16][CH2:17][O:18][C:19]([C@@H:21]1[CH2:25][CH:24]=[CH:23][N:22]1[C:26]([O:28][C:29]([CH3:32])([CH3:31])[CH3:30])=[O:27])=[O:20].C([O-])(O)=O.[Na+]>C(Cl)Cl.CCCCCC>[CH2:17]([O:18][C:19]([C@@H:21]1[CH2:25][C@H:24]2[C@H:23]([CH2:1]2)[N:22]1[C:26]([O:28][C:29]([CH3:31])([CH3:30])[CH3:32])=[O:27])=[O:20])[CH3:16] |f:4.5|. Reported procedure: At 0° C. a solution of TFA (104 mmol, 2.0 eq) in DCM (50 mL) is added dropwise to a solution of diethylzinc (104 mmol, 2.0 eq) in hexane (104 mL) and DCM (100 mL). After 30 min a solution of diiodomethane (104 mmol, 2.0 eq) in DCM (50 mL) is added slowly to the white suspension. The mixture is stirred for 10 min and treated with a solution of (S)-2,3-dihydro-pyrrole-1,2-dicarboxylic acid 1-tert-butyl ester 2-ethyl ester (52 mmol, 1.0 eq) in DCM (50 mL). After 5 min the mixture is allowed to reac... Reagents/catalysts: C=1C=CC(=CC1)[P](C=2C=CC=CC2)(C=3C=CC=CC3)[Pd]([P](C=4C=CC=CC4)(C=5C=CC=CC5)C=6C=CC=CC6)([P](C=7C=CC=CC7)(C=8C=CC=CC8)C=9C=CC=CC9)[P](C=1C=CC=CC1)(C=1C=CC=CC1)C=1C=CC=CC1 (tetrakis(triphenylphosphine)palladium). Solvent: C(C)(=O)OCC (ethyl acetate). Procedure: Cesium carbonate (618 mg, 1.90 mmol) was added to a solution of 6-bromo-2,3-dihydro-1H-inden-1-one (200 mg, 0.948 mmol), (3-fluorophenyl)boronic acid (265 mg, 1.90 mmol) and toluene (20 mL) in a 50 mL Schlenk tube at room temperature. A nitrogen atmosphere was established by evacuating and refilling with nitrogen (3×), then tetrakis(triphenylphosphine)palladium (0) (11 mg, 0.001 mmol) was added to the reaction. The flask was sealed and heated in a 80° C. oil bath overnight. The resulting mixture... Yields the product FC=1C=C(C=CC1)C1=CC=C2CCC(C2=C1)=O (6-(3-fluorophenyl)-2,3-dihydro-1H-inden-1-one). Yield: 81.1%. The reactants are C([O-])([O-])=O.[Cs+].[Cs+] (Cesium carbonate), BrC1=CC=C2CCC(C2=C1)=O (6-bromo-2,3-dihydro-1H-inden-1-one), FC=1C=C(C=CC1)B(O)O ((3-fluorophenyl)boronic acid), C1(=CC=CC=C1)C (toluene). RXN SMILES: C(=O)([O-])[O-].[Cs+].[Cs+].Br[C:8]1[CH:16]=[C:15]2[C:11]([CH2:12][CH2:13][C:14]2=[O:17])=[CH:10][CH:9]=1.[F:18][C:19]1[CH:20]=[C:21](B(O)O)[CH:22]=[CH:23][CH:24]=1.C1(C)C=CC=CC=1>C(OCC)(=O)C.C1C=CC([P]([Pd]([P](C2C=CC=CC=2)(C2C=CC=CC=2)C2C=CC=CC=2)([P](C2C=CC=CC=2)(C2C=CC=CC=2)C2C=CC=CC=2)[P](C2C=CC=CC=2)(C2C=CC=CC=2)C2C=CC=CC=2)(C2C=CC=CC=2)C2C=CC=CC=2)=CC=1>[F:18][C:19]1[CH:24]=[C:23]([C:8]2[CH:16]=[C:15]3[C:11]([CH2:12][CH2:13][C:14]3=[O:17])=[CH:10][CH:9]=2)[CH:22]=[CH:21][CH:20]=1 |f:0.1.2,^1:44,46,65,84|. Conditions: temperature 80 celsius.